From a dataset of the Open Reaction Database (ORD), a public repository of structured organic reaction records. describe an organic reaction: reactants, conditions, products, and yield The solvent is COCCOC (1,2-dimethoxyethane), O (water). Yield: 60.0%. The reactants are ClC1=NC(=NC(=C1)Cl)C (4,6-dichloro-2-methylpyrimidine), [OH-].[NH4+] (ammonium hydroxide). Run at temperature 23 celsius, time 14 day. Procedure: A stirred suspension of 4,6-dichloro-2-methylpyrimidine (39.5 g, 244 mmol) in 1,2-dimethoxyethane (50 mL) in a sealable pressure reaction vessel was treated with concentrated aqueous ammonium hydroxide (40 mL). The mixture was vigorously stirred at 23° C. for 14 days in the sealed vessel. The mixture was then diluted with water and filtered. The isolated white solids were rinsed with water and dried in vacuo to afford 6-chloro-2-methyl-4-aminopyrimidine (20.94 g, 146 mmol, 60% yield): mp 191°-19... Product: ClC1=CC(=NC(=N1)C)N (6-chloro-2-methyl-4-aminopyrimidine). Reaction SMILES: [Cl:1][C:2]1[CH:7]=[C:6](Cl)[N:5]=[C:4]([CH3:9])[N:3]=1.[OH-].[NH4+:11]>COCCOC.O>[Cl:1][C:2]1[N:3]=[C:4]([CH3:9])[N:5]=[C:6]([NH2:11])[CH:7]=1 |f:1.2|. The reactants are BrCc1ccccc1, O=C([O-])[O-], Cc1nn2ccc(Cl)c2c(=O)[nH]1, [Cs+], [Cs+], C1COCCO1. The product is Cc1nn2ccc(Cl)c2c(=O)n1Cc1ccccc1. As a reaction SMILES: [Br:1][CH2:2][c:3]1[cH:4][cH:5][cH:6][cH:7][cH:8]1.[C:21](=[O:22])([O-:23])[O-:24].[Cl:9][c:10]1[cH:11][cH:12][n:13]2[n:14][c:15]([CH3:20])[nH:16][c:17](=[O:19])[c:18]12.[Cs+:25].[Cs+:26].[O:27]1[CH2:28][CH2:29][O:30][CH2:31][CH2:32]1>>[CH2:2]([c:3]1[cH:4][cH:5][cH:6][cH:7][cH:8]1)[n:16]1[c:15]([CH3:20])[n:14][n:13]2[cH:12][cH:11][c:10]([Cl:9])[c:18]2[c:17]1=[O:19]. Reactants: BrC1=CC2=C(C=3C=NNC13)CN(C([C@@H](C2)CC(=O)O)=O)CCOC ([(S)-4-Bromo-9-(2-methoxy-ethyl)-8-oxo-3,6,7,8,9,10-hexahydro-2,3,9-triaza-cyclohept[e]inden-7-yl]-acetic acid), Cl.N1CCC(CC1)C=1C(NC2=CC=CC=C2C1)=O (3-(piperidin-4-yl)quinolin-2(1H)-one hydrochloride), ClC1=CC2=C(C=3C=NNC13)CN(C([C@H](C2)CC(N2CCC(CC2)N2C(NC1=CC=CC=C1C2)=O)=O)=O)CC(C)(C)C (4-Chloro-9-(2,2-dimethyl-propyl)-7-(R)-{2-oxo-2-[4-(2-oxo-1,4-dihydro-2H-quinazolin-3-yl)-piperidin-1-yl]-ethyl}-6,7,9,10-tetrahydro-3H-2,3,9-triaza-cyclohepta[e]inden-8-one). Product: BrC1=CC2=C(C=3C=NNC13)CN(C([C@@H](C2)CC(N2CCC(CC2)C=2C(NC1=CC=CC=C1C2)=O)=O)=O)CCOC ((S)-4-bromo-9-(2-methoxyethyl)-7-(2-oxo-2-(4-(2-oxo-1,2-dihydroquinolin-3-yl)piperidin-1-yl)ethyl)-6,7,9,10-tetrahydroazepino[3,4-e]indazol-8(3H)-one). Yield: 35.0%. As a reaction SMILES: [Br:1][C:2]1[C:10]2[NH:9][N:8]=[CH:7][C:6]=2[C:5]2[CH2:11][N:12]([CH2:21][CH2:22][O:23][CH3:24])[C:13](=[O:20])[C@H:14]([CH2:16][C:17](O)=[O:18])[CH2:15][C:4]=2[CH:3]=1.Cl.[NH:26]1[CH2:31][CH2:30][CH:29]([C:32]2[C:33](=[O:42])[NH:34][C:35]3[C:40]([CH:41]=2)=[CH:39][CH:38]=[CH:37][CH:36]=3)[CH2:28][CH2:27]1.ClC1C2NN=CC=2C2CN(CC(C)(C)C)C(=O)[C@@H](CC(=O)N3CCC(N4CC5C(=CC=CC=5)NC4=O)CC3)CC=2C=1>>[Br:1][C:2]1[C:10]2[NH:9][N:8]=[CH:7][C:6]=2[C:5]2[CH2:11][N:12]([CH2:21][CH2:22][O:23][CH3:24])[C:13](=[O:20])[C@H:14]([CH2:16][C:17](=[O:18])[N:26]3[CH2:27][CH2:28][CH:29]([C:32]4[C:33](=[O:42])[NH:34][C:35]5[C:40]([CH:41]=4)=[CH:39][CH:38]=[CH:37][CH:36]=5)[CH2:30][CH2:31]3)[CH2:15][C:4]=2[CH:3]=1 |f:1.2|. Procedure: [(S)-4-Bromo-9-(2-methoxy-ethyl)-8-oxo-3,6,7,8,9,10-hexahydro-2,3,9-triaza-cyclohept[e]inden-7-yl]-acetic acid (100 mg, 0.25 mmol) and 3-(piperidin-4-yl)quinolin-2(1H)-one hydrochloride (80 mg, 0.30 mmol) were combined in a manner analogous to the preparation of 4-Chloro-9-(2,2-dimethyl-propyl)-7-(R)-{2-oxo-2-[4-(2-oxo-1,4-dihydro-2H-quinazolin-3-yl)-piperidin-1-yl]-ethyl}-6,7,9,10-tetrahydro-3H-2,3,9-triaza-cyclohepta[e]inden-8-one. Title compound was obtained as white solid in 35% yield. High ... Reactants: CCOC(=O)C (EtOAc), CCCCCC.CC(=O)C (hexane acetone), [H-].[Al+3].[Li+].[H-].[H-].[H-] (lithium aluminum hydride), O1CCCC1 (tetrahydrofuran), O1CCCC1 (THF). Run at time 2 minute. Product: OC1=C(C(=CC(=C1)C)C)C(CCO)(C)C (3-(2'-Hydroxy-4',6'-dimethylphenyl)-3,3-dimethylpropanol). RXN SMILES: [H-].[Al+3].[Li+].[H-].[H-].[H-].CCO[C:10]([CH3:12])=[O:11].C[CH2:14][CH2:15][CH2:16][CH2:17][CH3:18].[CH3:19][C:20]([CH3:22])=[O:21].O1C[CH2:26][CH2:25][CH2:24]1>>[OH:21][C:20]1[CH:22]=[C:17]([CH3:18])[CH:16]=[C:15]([CH3:14])[C:19]=1[C:25]([CH3:26])([CH3:24])[CH2:12][CH2:10][OH:11] |f:0.1.2.3.4.5,7.8|. Procedure details: A solution of compound IIIa (27 g, 132.2 mmol) in dry tetrahydrofuran (THF, 100 mL) was added dropwise to a stirred suspension of 95% lithium aluminum hydride (LAH, 5.3 g, 132.5 mmol) in dry THF (250 mL) in 30 min period, so that the temperature did not rise for the suspension to reflux. The reaction mixture was stirred vigorously using a mechanical stirrer for 30 min. The excess LAH was quenched with 10% aqueous HCl solution (15 mL). The insoluble material was filtered off and washed with EtOAc...